From a dataset of the Open Reaction Database (ORD), a public repository of structured organic reaction records. describe an organic reaction: reactants, conditions, products, and yield The reactants are ClCC1(N=C(SC1)CN(C)C)O (4-chloromethyl-4-hydroxy-2-dimethylaminomethyl-2-thiazoline), S(=O)(=O)(Cl)Cl (sulfuryl chloride). The solvent is ClCCCl (1,2-dichloroethane), ClCCCl (1,2-dichloroethane). Run at time 1 hour. Yields the product Cl.ClCC=1N=C(SC1)CN(C)C (4-Chloromethyl-2-dimethylaminomethylthiazole, hydrochloride). As a reaction SMILES: [Cl:1][CH2:2][C:3]1(O)[CH2:7][S:6][C:5]([CH2:8][N:9]([CH3:11])[CH3:10])=[N:4]1.S(Cl)(Cl)(=O)=O>ClCCCl>[ClH:1].[Cl:1][CH2:2][C:3]1[N:4]=[C:5]([CH2:8][N:9]([CH3:11])[CH3:10])[S:6][CH:7]=1 |f:3.4|. Procedure: Five g. of 4-chloromethyl-4-hydroxy-2-dimethylaminomethyl-2-thiazoline was added to 25 ml. of 1,2-dichloroethane, and 2.1 g. of sulfuryl chloride in 10 ml. of 1,2-dichloroethane was added. An exothermic reaction heated the mixture to 35° as soon as the addition began, so the mixture was cooled while the addition was made. The mixture was then stirred at ambient temperature for 1 hour, and was then heated to 42° for a short time. A 2-phase mixture formed, and the oily portion was removed and diss... Procedure details: Using the procedure of Step B in Example 6, a mixture of 7 g of the product of Step B, 70 ml of tetrahydrofuran and 2.2 g of 4-dimethylamino-pyridine were reacted to obtain 6.1 g of 3-butyl-1,3-dihydro-1-[(2-thiazolyl)-imino]-5-trifluoromethyl-furo[3,4-b]quinoline-9-ol melting at 228° C. (decomposition). Reactants: ClC(C(=O)NC1=C(C=CC=C1C(F)(F)F)C(CC(=O)NC=1SC=CN1)=O)CCC (2-[(2-chloro-1-oxo-pentyl)-amino]-β-oxo-N-(2-thiazolyl)-3-trifluoromethyl-benzene propanamide), O1CCCC1 (tetrahydrofuran). As a reaction SMILES: Cl[CH:2]([CH2:27][CH2:28][CH3:29])[C:3]([NH:5][C:6]1[C:11]([C:12]([F:15])([F:14])[F:13])=[CH:10][CH:9]=[CH:8][C:7]=1[C:16](=[O:26])[CH2:17][C:18]([NH:20][C:21]1[S:22][CH:23]=[CH:24][N:25]=1)=[O:19])=O.O1CCC[CH2:31]1>CN(C)C1C=CN=CC=1>[CH2:27]([CH:2]1[C:3]2=[N:5][C:6]3[C:11]([C:12]([F:15])([F:14])[F:13])=[CH:10][CH:9]=[CH:8][C:7]=3[C:16]([OH:26])=[C:17]2[C:18](=[N:20][C:21]2[S:22][CH:23]=[CH:24][N:25]=2)[O:19]1)[CH2:28][CH2:29][CH3:31]. The reagents and catalysts are CN(C1=CC=NC=C1)C (4-dimethylamino-pyridine). Yields the product C(CCC)C1OC(C=2C1=NC=1C(=CC=CC1C2O)C(F)(F)F)=NC=2SC=CN2 (3-butyl-1,3-dihydro-1-[(2-thiazolyl)-imino]-5-trifluoromethyl-furo[3,4-b]quinoline-9-ol). Starting materials: N1C=CC=2C1=NC=C(C2)C2=CN=CC(=N2)N2CCOCC2 (4-(6-(1H-pyrrolo[2,3-b]pyridin-5-yl)pyrazin-2-yl)morpholine), n-chlorosuccinamide, ClCCl (dichloromethane). Reaction conditions: time 8 hour. Yields the product ClC1=CNC2=NC=C(C=C21)C2=CN=CC(=N2)N2CCOCC2 (4-(6-(3-chloro-1H-pyrrolo[2,3-b]pyridin-5-yl)pyrazin-2-yl)morpholine). Reaction SMILES: [NH:1]1[C:5]2=[N:6][CH:7]=[C:8]([C:10]3[N:15]=[C:14]([N:16]4[CH2:21][CH2:20][O:19][CH2:18][CH2:17]4)[CH:13]=[N:12][CH:11]=3)[CH:9]=[C:4]2[CH:3]=[CH:2]1.[Cl:22]CCl>>[Cl:22][C:3]1[C:4]2[C:5](=[N:6][CH:7]=[C:8]([C:10]3[N:15]=[C:14]([N:16]4[CH2:17][CH2:18][O:19][CH2:20][CH2:21]4)[CH:13]=[N:12][CH:11]=3)[CH:9]=2)[NH:1][CH:2]=1. Procedure details: To a solution of compound 4-(6-(1H-pyrrolo[2,3-b]pyridin-5-yl)pyrazin-2-yl)morpholine (148) (40 mg, 0.142 mmol, 1.0 eq) in dichloromethane (6 mL) was added n-chlorosuccinamide (38 mg, 0.283 mmol, 2.0 eq) and the resulting reaction mixture was stirred at room temperature overnight. After completion of the reaction the solvents were removed and extracted into CH2Cl2. The organic layer was separated and the aqueous phase was extracted with CH2Cl2 to retain the crude material. The combined organic l... RXN SMILES: [CH2:13]([CH:14]=[CH2:15])[O:16][CH:17]([CH2:18][O:19][CH2:20][c:21]1[cH:22][cH:23][cH:24][cH:25][cH:26]1)[CH2:27][CH:28]=[CH2:29].[CH3:36][c:37]1[cH:38][cH:39][cH:40][cH:41][cH:42]1.[CH:30]([OH:31])([CH3:32])[CH3:33].[Na+:35].[OH-:34].[n:1]1[cH:2][c:3]([C:4]([OH:5])=[O:6])[n:7]2[cH:8][cH:9][cH:10][cH:11][c:12]12>>[CH:13]1=[CH:29][CH2:28][CH2:27][CH:17]([CH2:18][O:19][CH2:20][c:21]2[cH:22][cH:23][cH:24][cH:25][cH:26]2)[O:16]1. The product is C1=COC(COCc2ccccc2)CC1. Reactants: C=CCOC(CC=C)COCc1ccccc1, Cc1ccccc1, CC(C)O, [Na+], [OH-], O=C(O)c1cnc2ccccn12. The reactants are C(C(=O)Cl)(=O)Cl (Oxalyl chloride), N=1C=C(N2C1C=CC=C2)C(=O)O (imidazo[1,2-a]pyridine-3-carboxylic acid), acid chloride, [NH4+].[Cl-] (NH4Cl), NC=1C=C(C=CC1C)NC(OC(C)(C)C)=O (tert-butyl 3-amino-4-methylphenylcarbamate). The reagents and catalysts are CN(C)C=O (DMF). Run in ClCCl (dichloromethane), CCN(C(C)C)C(C)C (DIEA), ClCCl (dichloromethane). Reaction conditions: time 5 hour. Product: N=1C=C(N2C1C=CC=C2)C(=O)NC=2C=C(C=CC2C)NC(OC(C)(C)C)=O (tert-butyl 3-(imidazo[1,2-a]pyridine-3-carboxamido)-4-methylphenylcarbamate). RXN SMILES: C(Cl)(=O)C(Cl)=O.[N:7]1[CH:8]=[C:9]([C:16]([OH:18])=O)[N:10]2[CH:15]=[CH:14][CH:13]=[CH:12][C:11]=12.[NH2:19][C:20]1[CH:21]=[C:22]([NH:27][C:28](=[O:34])[O:29][C:30]([CH3:33])([CH3:32])[CH3:31])[CH:23]=[CH:24][C:25]=1[CH3:26].[NH4+].[Cl-]>ClCCl.CN(C=O)C.CCN(C(C)C)C(C)C>[N:7]1[CH:8]=[C:9]([C:16]([NH:19][C:20]2[CH:21]=[C:22]([NH:27][C:28](=[O:34])[O:29][C:30]([CH3:32])([CH3:31])[CH3:33])[CH:23]=[CH:24][C:25]=2[CH3:26])=[O:18])[N:10]2[CH:15]=[CH:14][CH:13]=[CH:12][C:11]=12 |f:3.4|. Reported procedure: Oxalyl chloride (10 mL) was added dropwise to a stirred solution of imidazo[1,2-a]pyridine-3-carboxylic acid (1) (3 g, 18.5 mmol) in dry dichloromethane (100 mL) and a few drops of DMF. The resulting solution was stirred at room temperature for 5 hours before it was evaporated to dryness and fresh dichloromethane was added to the resulting acid chloride to make a suspension. In a separate flask, tert-butyl 3-amino-4-methylphenylcarbamate (65) (4.5 g, 20.3 mmol) and DIEA (10 mL) was dissolved in ... The reactants are OC=1C=C2C=CNC2=CC1 (5-hydroxyindole), C(=O)([O-])[O-].[K+].[K+] (K2CO3), BrC(CC1=CC=CC=C1)CCC ((2-bromopentyl)benzene), NCCC1=CNC2=CC=C(C=C12)OCCCCCC1=CC=CC=C1 (3-(2-aminoethyl)-5-(5-phenylpentyloxy)indole). The solvent is CC(CC)=O (2-butanone), C(Cl)Cl (CH2Cl2). Product: C1(=CC=CC=C1)CCCCCOC=1C=C2C=CNC2=CC1 (5-(5-phenylpentyloxy)indole). Reaction SMILES: NCC[C:4]1[C:12]2[C:7](=[CH:8][CH:9]=[C:10]([O:13][CH2:14][CH2:15][CH2:16][CH2:17][CH2:18][C:19]3[CH:24]=[CH:23][CH:22]=[CH:21][CH:20]=3)[CH:11]=2)[NH:6][CH:5]=1.OC1C=C2C(=CC=1)NC=C2.C([O-])([O-])=O.[K+].[K+].BrC(CCC)CC1C=CC=CC=1>CC(=O)CC.C(Cl)Cl>[C:19]1([CH2:18][CH2:17][CH2:16][CH2:15][CH2:14][O:13][C:10]2[CH:11]=[C:12]3[C:7](=[CH:8][CH:9]=2)[NH:6][CH:5]=[CH:4]3)[CH:24]=[CH:23][CH:22]=[CH:21][CH:20]=1 |f:2.3.4|. Procedure details: Synthesis of 3-(2-aminoethyl)-5-(5-phenylpentyloxy)indole was based on the protocols of example 1. A stirred mixture of 5-hydroxyindole (0.5 g, 3.8 mmol), anhydrous K2CO3, (2-bromopentyl)benzene, and a catalytic amount of KI in 2-butanone (40 ml) was heated at reflux overnight under nitrogen. After allowing to cool to room temperature, the reaction mixture was filtered, the flitrate was then concentrated under reduced pressure to give an oil. The oil was taken up in CH2Cl2 (50 ml) and washed suc... Isolated yield 90.6%. Reagents/catalysts: C([O-])([O-])=O.[Ag+2] (silver carbonate). Run in ClCCl (dichloromethane), ClCCl (dichloromethane). Reaction SMILES: CC([O:4][CH2:5][CH:6]1[O:11][CH:10](Br)[CH:9]([O:13]C(C)=O)[CH:8]([O:17]C(C)=O)[CH:7]1[O:21]C(C)=O)=O.[CH3:25][O:26][C:27]([CH2:29][CH2:30][CH2:31][CH2:32][CH2:33][OH:34])=[O:28].S([O-])([O-])(=O)=O.[Ca+2]>ClCCl.C(=O)([O-])[O-].[Ag+2]>[O:34]([CH2:33][CH2:32][CH2:31][CH2:30][CH2:29][C:27]([O:26][CH3:25])=[O:28])[C@@H:10]1[O:11][C@H:6]([CH2:5][OH:4])[C@H:7]([OH:21])[C@H:8]([OH:17])[C@H:9]1[OH:13] |f:2.3,5.6|. The reactants are COC(=O)CCCCCO (5-methoxycarbonylpentanol), S(=O)(=O)([O-])[O-].[Ca+2] (calcium sulphate), CC(=O)OCC1C(C(C(C(O1)Br)OC(=O)C)OC(=O)C)OC(=O)C (acetobromogalactose). The product is O([C@H]1[C@H](O)[C@@H](O)[C@@H](O)[C@H](O1)CO)CCCCCC(=O)OC (5-(Methoxycarbonyl)pentyl β-D-galactopyranoside). Reported procedure: A solution cf acetobromogalactose (38.4 g) in 200 mL dry dichloromethane was added over a period of 60 min to a vigorously stirred suspension containing 5-methoxycarbonylpentanol (30.0 g), anhydrous silver carbonate 31.7 g, Aldrich), 3 Å molecular sieves (30.0 g) and anhydrous calcium sulphate (20.0 g) in dry dichloromethane (350 mL). After 20 h, the solution was filtered over celite and the solution was evaporated to dryness. The syrup was dissolved in pyridine (75 mL) containing acetic anhydri... Reaction conditions: time 20 hour.